From a dataset of the Open Reaction Database (ORD), a public repository of structured organic reaction records. describe an organic reaction: reactants, conditions, products, and yield The solvent is CC(C)O (isopropyl alcohol), CC(C)O (isopropylalcohol). Yields the product Cc1ccc2nc(c3ccc(cn3)[Br])c(NC3CCCCC3)n2c1. Reagents/catalysts: O=C(O)C(F)(F)F (trifluoroacetic acid). Reactants: C(c1ccc(cn1)[Br])=O, CC1=CN=C(C=C1)N, [C-]#[N+]C1CCCCC1. Reaction conditions: temperature 22 celsius, time 20 hour. The yield is 43.6%. Reaction SMILES: CC1=CC=C(N)N=C1.[C-]#[N+]C1CCCCC1.BrC1=CC=C(C=O)N=C1>>CC1=CN2C(C=C1)=NC(=C2NC1CCCCC1)C1=NC=C(Br)C=C1. Reactants: S(=O)(=O)(Cl)Cl (Sulfuryl chloride), C(C)OC(=O)C=1C=2N=CC=NC2C(=CC1)C1=C(C(=CC(=C1F)OC)OC)F (8-(2,6-difluoro-3,5-dimethoxy-phenyl)-quinoxaline-5-carboxylic acid ethyl ester). Run in CC#N (CH3CN), CC#N (CH3CN). The product is C(C)OC(=O)C=1C=2N=CC=NC2C(=CC1)C1=C(C(=CC(=C1F)OC)OC)Cl (8-(2-Chloro-6-fluoro-3,5-dimethoxy-phenyl)-quinoxaline-5-carboxylic acid ethyl ester). The yield is 82.7%. As a reaction SMILES: S(Cl)([Cl:4])(=O)=O.[CH2:6]([O:8][C:9]([C:11]1[C:12]2[N:13]=[CH:14][CH:15]=[N:16][C:17]=2[C:18]([C:21]2[C:26]([F:27])=[C:25]([O:28][CH3:29])[CH:24]=[C:23]([O:30][CH3:31])[C:22]=2F)=[CH:19][CH:20]=1)=[O:10])[CH3:7]>CC#N>[CH2:6]([O:8][C:9]([C:11]1[C:12]2[N:13]=[CH:14][CH:15]=[N:16][C:17]=2[C:18]([C:21]2[C:26]([F:27])=[C:25]([O:28][CH3:29])[CH:24]=[C:23]([O:30][CH3:31])[C:22]=2[Cl:4])=[CH:19][CH:20]=1)=[O:10])[CH3:7]. Reported procedure: Sulfuryl chloride (0.35 mL, 4.33 mmol, 1.1 equiv) in CH3CN (10 mL) was added dropwise to a cold (−30° C.) solution of 8-(2,6-difluoro-3,5-dimethoxy-phenyl)-quinoxaline-5-carboxylic acid ethyl ester (Step 143.1) (1.4 g, 3.93 mmol) in CH3CN (40 mL). The reaction mixture was quenched by addition of a saturated solution of NaHCO3, allowed to warm to it and concentrated. The residue was diluted in EtOAc and a saturated solution of NaHCO3. The aqueous phase was separated and extracted with EtOAc. The ... Starting materials: CO, OCC(O)(CNCc1ccccc1)C(F)(F)F, [H][H]. The product is NCC(O)(CO)C(F)(F)F. Reaction SMILES: [CH3:20][OH:21].[F:1][C:2]([C:3]([CH2:4][OH:5])([OH:6])[CH2:7][NH:8][CH2:9][c:10]1[cH:11][cH:12][cH:13][cH:14][cH:15]1)([F:16])[F:17].[H:18][H:19]>>[F:1][C:2]([C:3]([CH2:4][OH:5])([OH:6])[CH2:7][NH2:8])([F:16])[F:17].